This data is from the Open Reaction Database (ORD), a public repository of structured organic reaction records. The task is: describe an organic reaction: reactants, conditions, products, and yield The reactants are BrC1=CC(=C(C=C1OCCF)N1C(NC(=CC1=O)C(F)(F)F)=O)F (3-[4-bromo-2-fluoro-5-(2-fluoroethoxy)phenyl]-6-trifluoromethyl-1,2,3,4-tetrahydropyrimidine-2,4-dione), [H-].[Na+] (sodium hydride), ice water, [N+](=O)([O-])C1=C(ON)C=CC(=C1)[N+](=O)[O-] (2,4-dinitrophenoxyamine). Run in CN(C=O)C (N,N-dimethylformamide), CN(C=O)C (N,N-dimethylformamide). Reaction conditions: time 30 minute. Yields the product NN1C(N(C(C=C1C(F)(F)F)=O)C1=C(C=C(C(=C1)OCCF)Br)F)=O (1-amino-3-[4-bromo-2-fluoro-5-(2-fluoroethoxy)phenyl]-6-trifluoromethyl-1,2,3,4-tetrahydropyrimidine-2,4-dione). As a reaction SMILES: [Br:1][C:2]1[C:7]([O:8][CH2:9][CH2:10][F:11])=[CH:6][C:5]([N:12]2[C:17](=[O:18])[CH:16]=[C:15]([C:19]([F:22])([F:21])[F:20])[NH:14][C:13]2=[O:23])=[C:4]([F:24])[CH:3]=1.[H-].[Na+].[N+:27](C1C=C([N+]([O-])=O)C=CC=1ON)([O-])=O>CN(C)C=O>[NH2:27][N:14]1[C:15]([C:19]([F:21])([F:22])[F:20])=[CH:16][C:17](=[O:18])[N:12]([C:5]2[CH:6]=[C:7]([O:8][CH2:9][CH2:10][F:11])[C:2]([Br:1])=[CH:3][C:4]=2[F:24])[C:13]1=[O:23] |f:1.2|. Procedure: A solution of 3-[4-bromo-2-fluoro-5-(2-fluoroethoxy)phenyl]-6-trifluoromethyl-1,2,3,4-tetrahydropyrimidine-2,4-dione (0.4 g) in N,N-dimethylformamide (10 ml) are added dropwise to a suspension of 60% sodium hydride (0.05 g) in N,N-dimethylformamide (10 ml) at 5° to 10° C. The mixture is allowed to stir at 10° to 20° C. for additional 30 minutes. To the mixture, 2,4-dinitrophenoxyamine (0.22 g) is added slowly at 10° to 20° C., followed by stirring at room temperature for one hour. The reaction m...